This data is from the Open Reaction Database (ORD), a public repository of structured organic reaction records. The task is: describe an organic reaction: reactants, conditions, products, and yield The reactants are C(C)(C)[Mg]Br (isopropylmagnesium bromide), C1(=CC=CC=C1)S (THIOPHENOL), FC=1C=C(C=C(C1)F)C(=O)C=1SC=CN1 ((3,5-difluorophenyl)(thiazol-2-yl)-methanone), C1(=CC=CC=C1)S (THIOPHENOL), C1(=CC=CC=C1)S (THIOPHENOL), C(=C)[Mg]Br (vinylmagnesium bromide). The solvent is C1CCOC1 (THF). Product: FC=1C=C(C=C(C1)S)C(C(C)C)(C=1SC=CN1)O (5-Fluoro-3-[1-hydroxy-2-methyl-1-(thiazol-2-yl)propyl]thiophenol). As a reaction SMILES: C1([SH:7])C=CC=CC=1.F[C:9]1[CH:10]=[C:11]([C:16]([C:18]2[S:19][CH:20]=[CH:21][N:22]=2)=[O:17])[CH:12]=[C:13]([F:15])[CH:14]=1.[CH:23]([Mg]Br)([CH3:25])[CH3:24].C([Mg]Br)=C>C1COCC1>[F:15][C:13]1[CH:12]=[C:11]([C:16]([OH:17])([C:18]2[S:19][CH:20]=[CH:21][N:22]=2)[CH:23]([CH3:25])[CH3:24])[CH:10]=[C:9]([SH:7])[CH:14]=1. Procedure details: Following the procedure described for Thiophenol 2, Step 3 and Thiophenol 5, Steps 2 and 3 but substituting the ketone from Thiophenol 5, Step 1 for (3,5-difluorophenyl)(thiazol-2-yl)-methanone and isopropylmagnesium bromide (Aldrich) in THF for vinylmagnesium bromide as starting material the title compound was obtained. Starting materials: COC(=O)C1C(c2ccc(F)cc2)CC2CCC1N2C, COC(=O)C1C(c2ccccc2)CC2CCC1N2C. The product is CN1C2CCC1C(C=O)C(c1ccc(F)cc1)C2. RXN SMILES: [F:20][c:21]1[cH:22][cH:23][c:24]([CH:27]2[CH:28]([C:36](=[O:37])[O:38][CH3:39])[CH:29]3[CH2:30][CH2:31][CH:32]([CH2:33]2)[N:34]3[CH3:35])[cH:25][cH:26]1.[c:1]1([CH:2]2[CH2:3][CH:4]3[N:5]([CH3:6])[CH:7]([CH2:8][CH2:9]3)[CH:10]2[C:11]([O:12][CH3:13])=[O:14])[cH:15][cH:16][cH:17][cH:18][cH:19]1>>[F:20][c:21]1[cH:22][cH:23][c:24]([CH:27]2[CH:28]([CH:36]=[O:37])[CH:29]3[CH2:30][CH2:31][CH:32]([CH2:33]2)[N:34]3[CH3:35])[cH:25][cH:26]1. Starting materials: C1CCC2=NCCCN2CC1, CC1(C)OB(c2ccc(CCN)cc2)OC1(C)C, O=S(=O)(Cl)CCCCl, ClCCl, Cl. The product is CC1(C)OB(c2ccc(CCNS(=O)(=O)CCCCl)cc2)OC1(C)C. Reaction SMILES: [CH2:27]1[CH2:28][CH2:29][C:30]2=[N:35][CH2:34][CH2:33][CH2:32][N:31]2[CH2:36][CH2:37]1.[CH3:9][C:10]1([CH3:26])[O:11][B:12]([c:17]2[cH:18][cH:19][c:20]([CH2:23][CH2:24][NH2:25])[cH:21][cH:22]2)[O:13][C:14]1([CH3:15])[CH3:16].[Cl:1][CH2:2][CH2:3][CH2:4][S:5](=[O:6])(=[O:7])[Cl:8].[Cl:39][CH2:40][Cl:41].[ClH:38]>>[Cl:1][CH2:2][CH2:3][CH2:4][S:5](=[O:6])(=[O:7])[NH:25][CH2:24][CH2:23][c:20]1[cH:19][cH:18][c:17]([B:12]2[O:11][C:10]([CH3:9])([CH3:26])[C:14]([CH3:15])([CH3:16])[O:13]2)[cH:22][cH:21]1. The reactants are ClC=1C(=C2C(=NC1)NC(=N2)C2=CC=C(C=C2)OCCN2CCOCC2)Cl (6,7-Dichloro-2-[4-(2-morpholin-4-ylethoxy)phenyl]-3H-imidazo[4,5-b]pyridine), C(C1=CC=CC=C1)S (benzyl mercaptan), C(C)(C)(C)[O-] (tert-butanolate). Run in CN(C)C=O (DMF), CCOC(=O)C (EtOAc). Conditions: temperature 80 celsius. Yields the product C(C1=CC=CC=C1)SC1=C2C(=NC=C1Cl)N=C(N2)C2=CC=C(C=C2)OCCN2CCOCC2 (7-(Benzylthio)-6-chloro-2-{4-[2-(4-morpholinyl)ethoxy]phenyl}-1H-imidazo[4,5-b]pyridine), bis(trifluoroacetate). The yield is 37.0%. As a reaction SMILES: [Cl:1][C:2]1[C:3](Cl)=[C:4]2[N:10]=[C:9]([C:11]3[CH:16]=[CH:15][C:14]([O:17][CH2:18][CH2:19][N:20]4[CH2:25][CH2:24][O:23][CH2:22][CH2:21]4)=[CH:13][CH:12]=3)[NH:8][C:5]2=[N:6][CH:7]=1.[CH2:27]([SH:34])[C:28]1[CH:33]=[CH:32][CH:31]=[CH:30][CH:29]=1.C([O-])(C)(C)C>CN(C=O)C.CCOC(C)=O>[CH2:27]([S:34][C:3]1[C:2]([Cl:1])=[CH:7][N:6]=[C:5]2[N:8]=[C:9]([C:11]3[CH:12]=[CH:13][C:14]([O:17][CH2:18][CH2:19][N:20]4[CH2:25][CH2:24][O:23][CH2:22][CH2:21]4)=[CH:15][CH:16]=3)[NH:10][C:4]=12)[C:28]1[CH:33]=[CH:32][CH:31]=[CH:30][CH:29]=1. Procedure details: 6,7-Dichloro-2-[4-(2-morpholin-4-ylethoxy)phenyl]-3H-imidazo[4,5-b]pyridine (Example 206) (0.10 g, 0.25 mmol), benzyl mercaptan (0.036 ml, 0.3 mmol) and potassum tert-butanolate (0.071 g, 0.63 mmol) were dissolved in DMF (1 ml) and heated to 80° C. for 48 h. The reaction mixture was diluted with EtOAc and extracted with 2M HCl. The aqueous phase was basified with 10M NaOH and extracted with EtOAc. The organic phase was dried (Na2SO4) and evaporated in vacuo and the residue was dissolved in CH3CN... Reactants: Cc1cc(-c2ccc(C(F)(F)F)cc2)cc(-c2cccc(Br)c2)n1, OB(O)c1cccnc1. Yields the product Cc1cc(-c2ccc(C(F)(F)F)cc2)cc(-c2cccc(-c3cccnc3)c2)n1. RXN SMILES: [Br:1][c:2]1[cH:3][c:4](-[c:8]2[n:9][c:10]([CH3:24])[cH:11][c:12](-[c:14]3[cH:15][cH:16][c:17]([C:20]([F:21])([F:22])[F:23])[cH:18][cH:19]3)[cH:13]2)[cH:5][cH:6][cH:7]1.[n:25]1[cH:26][c:27]([B:31]([OH:32])[OH:33])[cH:28][cH:29][cH:30]1>>[c:2]1(-[c:27]2[cH:26][n:25][cH:30][cH:29][cH:28]2)[cH:3][c:4](-[c:8]2[n:9][c:10]([CH3:24])[cH:11][c:12](-[c:14]3[cH:15][cH:16][c:17]([C:20]([F:21])([F:22])[F:23])[cH:18][cH:19]3)[cH:13]2)[cH:5][cH:6][cH:7]1. The reactants are NC1=C(CNC=2C=3N(C=CC2)C(=C(N3)C)C=O)C(=CC=C1)C (8-(2-amino-6-methylbenzylamino)-3-formyl-2-methylimidazo[1,2-a]pyridine), ClC(=O)OCCCl (2-chloroethyl chloroformate). Solvent: ClCCl (dichloromethane). The product is ClCCOC(=O)NC1=C(CNC=2C=3N(C=CC2)C(=C(N3)C)C=O)C(=CC=C1)C (8-[2-(2-Chloroethoxycarbonylamino)-6-methylbenzylamino]-3-formyl-2-methylimidazo[1,2-a]pyridine). RXN SMILES: [NH2:1][C:2]1[CH:21]=[CH:20][CH:19]=[C:18]([CH3:22])[C:3]=1[CH2:4][NH:5][C:6]1[C:7]2[N:8]([C:12]([CH:16]=[O:17])=[C:13]([CH3:15])[N:14]=2)[CH:9]=[CH:10][CH:11]=1.Cl[C:24]([O:26][CH2:27][CH2:28][Cl:29])=[O:25]>ClCCl>[Cl:29][CH2:28][CH2:27][O:26][C:24]([NH:1][C:2]1[CH:21]=[CH:20][CH:19]=[C:18]([CH3:22])[C:3]=1[CH2:4][NH:5][C:6]1[C:7]2[N:8]([C:12]([CH:16]=[O:17])=[C:13]([CH3:15])[N:14]=2)[CH:9]=[CH:10][CH:11]=1)=[O:25]. Reported procedure: According to the procedure indicated in Example 1a, 8-(2-amino-6-methylbenzylamino)-3-formyl-2-methylimidazo[1,2-a]pyridine (2.03 g) and 2-chloroethyl chloroformate (1.01 g) in dichloromethane (120 ml) give the title compound as a brown oil, which is used directly for further reaction in Example 3b. Reactants: CC(C)([O-])C.[K+] (potassium tert.-butoxide), COC1=CC=C(C=C1)C=1NC=C(N1)C(F)(F)F (2-(4-methoxyphenyl)-4-(trifluoromethyl)-imidazole), OCCI (2-hydroxyethyl iodide). The solvent is CN(C=O)C (dimethylformamide), CN(C=O)C (dimethylformamide). Conditions: time 20 minute. Yields the product OCCN1C(=NC(=C1)C(F)(F)F)C1=CC=C(C=C1)OC (1-(2-hydroxyethyl)-2-(4-methoxyphenyl)-4-(trifluoromethyl)-1H-imidazole). RXN SMILES: [CH3:1][C:2](C)([O-:4])C.[K+].[CH3:7][O:8][C:9]1[CH:14]=[CH:13][C:12]([C:15]2[NH:16][CH:17]=[C:18]([C:20]([F:23])([F:22])[F:21])[N:19]=2)=[CH:11][CH:10]=1.OCCI>CN(C)C=O>[OH:4][CH2:2][CH2:1][N:16]1[CH:17]=[C:18]([C:20]([F:23])([F:21])[F:22])[N:19]=[C:15]1[C:12]1[CH:11]=[CH:10][C:9]([O:8][CH3:7])=[CH:14][CH:13]=1 |f:0.1|. Reported procedure: At an internal temperature of 0°-50°, 35.0 g of potassium tert.-butoxide are added to a solution of 35 g of 2-(4-methoxyphenyl)-4-(trifluoromethyl)-imidazole in 200 ml of dimethylformamide. After 20 minutes, a solution of 14.7 ml of 2-hydroxyethyl iodide in 100 ml of dimethylformamide is added dropwise within a period of 5 minutes, the mixture is then stirred for 120 hours at room temperature and the solvent is removed in a rotary evaporator; the residue is taken up in water and extracted severa...